Dataset: the Open Reaction Database (ORD), a public repository of structured organic reaction records. Task: describe an organic reaction: reactants, conditions, products, and yield Reactants: FC(C1=C(CN2CCC(CC2)\C=C/2\C(=NC(S2)=O)NCC(=O)OC(C)(C)C)C=CC(=C1)C(F)(F)F)(F)F (tert-butyl N-[(5Z)-5-({1-[2,4-bis(trifluoromethyl)benzyl]piperidin-4-yl}methylidene)-2-oxo-2,5-dihydro-1,3-thiazol-4-yl]glycinate), Cl.C(C)(=O)OCC (hydrogen chloride ethyl acetate). Reaction conditions: time 2 hour. Yields the product Cl.FC(C1=C(CN2CCC(CC2)\C=C/2\C(=NC(S2)=O)NCC(=O)O)C=CC(=C1)C(F)(F)F)(F)F (N-[(5Z)-5-({1-[2,4-bis(trifluoromethyl)benzyl]piperidin-4-yl}methylidene)-2-oxo-2,5-dihydro-1,3-thiazol-4-yl]glycine hydrochloride). RXN SMILES: [F:1][C:2]([F:37])([F:36])[C:3]1[CH:31]=[C:30]([C:32]([F:35])([F:34])[F:33])[CH:29]=[CH:28][C:4]=1[CH2:5][N:6]1[CH2:11][CH2:10][CH:9](/[CH:12]=[C:13]2/[C:14]([NH:19][CH2:20][C:21]([O:23]C(C)(C)C)=[O:22])=[N:15][C:16](=[O:18])[S:17]/2)[CH2:8][CH2:7]1.[ClH:38].C(OCC)(=O)C>>[ClH:38].[F:37][C:2]([F:1])([F:36])[C:3]1[CH:31]=[C:30]([C:32]([F:34])([F:35])[F:33])[CH:29]=[CH:28][C:4]=1[CH2:5][N:6]1[CH2:7][CH2:8][CH:9](/[CH:12]=[C:13]2/[C:14]([NH:19][CH2:20][C:21]([OH:23])=[O:22])=[N:15][C:16](=[O:18])[S:17]/2)[CH2:10][CH2:11]1 |f:1.2,3.4|. Reported procedure: A reaction mixture of tert-butyl N-[(5Z)-5-({1-[2,4-bis(trifluoromethyl)benzyl]piperidin-4-yl}methylidene)-2-oxo-2,5-dihydro-1,3-thiazol-4-yl]glycinate (13.3 g) and 4N hydrogen chloride/ethyl acetate (80 mL) was stirred at room temperature for 2 hr. The reaction mixture was concentrated to give the title compound (12.8 g). Starting materials: CN(C)C=O, C=C(Cl)CCl, N#CC(C#N)Cc1ccc(Cl)cc1, Cl, [H-], [H][H], [Na+]. Yields the product C=C(Cl)CC(C#N)(C#N)Cc1ccc(Cl)cc1. RXN SMILES: [CH3:24][N:25]([CH3:26])[CH:27]=[O:28].[Cl:18][C:19](=[CH2:20])[CH2:21][Cl:22].[Cl:1][c:2]1[cH:3][cH:4][c:5]([CH2:6][CH:7]([C:8]#[N:9])[C:10]#[N:11])[cH:12][cH:13]1.[ClH:23].[H-:14].[H:16][H:17].[Na+:15]>>[Cl:1][c:2]1[cH:3][cH:4][c:5]([CH2:6][C:7]([C:8]#[N:9])([C:10]#[N:11])[CH2:21][C:19]([Cl:18])=[CH2:20])[cH:12][cH:13]1.